Dataset: the Open Reaction Database (ORD), a public repository of structured organic reaction records. Task: describe an organic reaction: reactants, conditions, products, and yield The reactants are CO, Cl, COC(=O)c1ccc(-c2cc3cc(S(C)(=O)=O)ccc3n2Cc2ccc(F)cc2)nc1, [K+], [OH-], O. The product is CS(=O)(=O)c1ccc2c(c1)cc(-c1ccc(C(=O)O)cn1)n2Cc1ccc(F)cc1. RXN SMILES: [CH3:34][OH:35].[ClH:36].[F:1][c:2]1[cH:3][cH:4][c:5]([CH2:6][n:7]2[c:8](-[c:20]3[n:21][cH:22][c:23]([C:26](=[O:27])[O:28][CH3:29])[cH:24][cH:25]3)[cH:9][c:10]3[cH:11][c:12]([S:16](=[O:17])(=[O:18])[CH3:19])[cH:13][cH:14][c:15]23)[cH:30][cH:31]1.[K+:33].[OH-:32].[OH2:37]>>[F:1][c:2]1[cH:3][cH:4][c:5]([CH2:6][n:7]2[c:8](-[c:20]3[n:21][cH:22][c:23]([C:26](=[O:27])[OH:28])[cH:24][cH:25]3)[cH:9][c:10]3[cH:11][c:12]([S:16](=[O:17])(=[O:18])[CH3:19])[cH:13][cH:14][c:15]23)[cH:30][cH:31]1. Run at time 8 hour. The solvent is C(C)OCC (diethyl ether), C1CCOC1 (THF), C1CCOC1 (THF). Reactants: CCCCCC (hexane), ClC1=C(N)C(=CC(=C1)C)C (2-chloro-4,6-dimethylaniline), C(C)(C)N(CC)C(C)C (diisopropylethylamine), ClCCCCC(=O)Cl (5-chlorovaleryl chloride). Product: ClC1=C(C(=CC(=C1)C)C)NC(CCCCCl)=O (5-chloropentanoic acid (2-chloro-4,6-dimethylphenyl)amide). Procedure: To a solution of 2-chloro-4,6-dimethylaniline (14.7 g) and diisopropylethylamine (18 mL) in 150 mL of THF, was added a solution of 5-chlorovaleryl chloride (12.2 mL) in 75 mL of THF. After the reaction mixture had been allowed to stir at room temperature overnight, it was filtered and the filtrate concentrated on the rotary evaporator. The residue was dissolved in ethyl acetate and washed with 1 M aqueous HCl, saturated aqueous sodium bicarbonate, and brine. The ethyl acetate solution was then d... As a reaction SMILES: [Cl:1][C:2]1[CH:8]=[C:7]([CH3:9])[CH:6]=[C:5]([CH3:10])[C:3]=1[NH2:4].C(N(C(C)C)CC)(C)C.[Cl:20][CH2:21][CH2:22][CH2:23][CH2:24][C:25](Cl)=[O:26].CCCCCC>C1COCC1.C(OCC)C>[Cl:1][C:2]1[CH:8]=[C:7]([CH3:9])[CH:6]=[C:5]([CH3:10])[C:3]=1[NH:4][C:25](=[O:26])[CH2:24][CH2:23][CH2:22][CH2:21][Cl:20]. Reactants: COC(=O)C=1N=C(C2=C(C=CC=C2C1O)OC1=CC=C(C=C1)OC)C#N (1-cyano-4-hydroxy-8-(4-methoxy-phenoxy)-isoquinoline-3-carboxylic acid methyl ester), NCC(=O)O (glycine). The product is C(#N)C1=NC(=C(C2=CC=CC(=C12)OC1=CC=C(C=C1)OC)O)C(=O)NCC(=O)O ({[1-Cyano-4-hydroxy-8-(4-methoxy-phenoxy)-isoquinoline-3-carbonyl]-amino}-acetic acid). Reaction SMILES: CO[C:3]([C:5]1[N:6]=[C:7]([C:25]#[N:26])[C:8]2[C:13]([C:14]=1[OH:15])=[CH:12][CH:11]=[CH:10][C:9]=2[O:16][C:17]1[CH:22]=[CH:21][C:20]([O:23][CH3:24])=[CH:19][CH:18]=1)=[O:4].[NH2:27][CH2:28][C:29]([OH:31])=[O:30]>>[C:25]([C:7]1[C:8]2[C:13](=[CH:12][CH:11]=[CH:10][C:9]=2[O:16][C:17]2[CH:22]=[CH:21][C:20]([O:23][CH3:24])=[CH:19][CH:18]=2)[C:14]([OH:15])=[C:5]([C:3]([NH:27][CH2:28][C:29]([OH:31])=[O:30])=[O:4])[N:6]=1)#[N:26]. Procedure: The title compound was synthesized from 1-cyano-4-hydroxy-8-(4-methoxy-phenoxy)-isoquinoline-3-carboxylic acid methyl ester and glycine in analogy to example 1b; MS-(−)-ion: M−1=392.4. Conditions: time 30 minute. RXN SMILES: [Cl:1][C:2]1[CH:44]=[CH:43][CH:42]=[CH:41][C:3]=1[C:4]([C:6]1[CH:10]=[C:9]([CH2:11][CH3:12])[S:8][C:7]=1[N:13]1[C:17]([C:18]([F:21])([F:20])[F:19])=[N:16][N:15]=[C:14]1[CH2:22][NH:23][C:24]([C:26]1[N:27]([CH2:35][C:36]([O:38]CC)=[O:37])[C:28]2[C:33]([CH:34]=1)=[CH:32][CH:31]=[CH:30][CH:29]=2)=[O:25])=[O:5].[OH-].[Na+]>CO>[Cl:1][C:2]1[CH:44]=[CH:43][CH:42]=[CH:41][C:3]=1[C:4]([C:6]1[CH:10]=[C:9]([CH2:11][CH3:12])[S:8][C:7]=1[N:13]1[C:17]([C:18]([F:19])([F:21])[F:20])=[N:16][N:15]=[C:14]1[CH2:22][NH:23][C:24]([C:26]1[N:27]([CH2:35][C:36]([OH:38])=[O:37])[C:28]2[C:33]([CH:34]=1)=[CH:32][CH:31]=[CH:30][CH:29]=2)=[O:25])=[O:5] |f:1.2|. Procedure: Ethyl 2-(4-(3-(2-chlorobenzoyl)-5-ethylthiophen-2-yl)-5-trifluoromethyl[1,2,4]triazol-3-ylmethylcarbamoyl)indole-1-acetate (1.5 g) and a 2M aqueous sodium hydroxide solution (1.25 ml) were added to methanol (20 ml), and the mixture was stirred at room temperature for 30 minutes. Then, the solvent was evaporated and the residue was dissolved in water. Ethyl acetate was added to the solution for washing. The aqueous layer was taken out, and citric acid was added to adjust the solution to pH 3. The... The solvent is CO (methanol). Product: ClC1=C(C(=O)C2=C(SC(=C2)CC)N2C(=NN=C2C(F)(F)F)CNC(=O)C=2N(C3=CC=CC=C3C2)CC(=O)O)C=CC=C1 (2-(4-(3-(2-chlorobenzoyl)-5-ethylthiophen-2-yl)-5-trifluoromethyl[1,2,4]triazol-3-ylmethylcarbamoyl)indole-1-acetic acid). Starting materials: ClC1=C(C(=O)C2=C(SC(=C2)CC)N2C(=NN=C2C(F)(F)F)CNC(=O)C=2N(C3=CC=CC=C3C2)CC(=O)OCC)C=CC=C1 (Ethyl 2-(4-(3-(2-chlorobenzoyl)-5-ethylthiophen-2-yl)-5-trifluoromethyl[1,2,4]triazol-3-ylmethylcarbamoyl)indole-1-acetate), [OH-].[Na+] (sodium hydroxide). Starting materials: O=C1OCc2cc(Br)ccc21, CN1CCCC1=O. Product: N#Cc1ccc2c(c1)COC2=O. Reaction SMILES: [Br:1][c:2]1[cH:3][c:4]2[c:8]([cH:9][cH:10]1)[C:7](=[O:11])[O:6][CH2:5]2.[CH3:12][N:13]1[CH2:14][CH2:15][CH2:16][C:17]1=[O:18]>>[c:2]1([C:12]#[N:13])[cH:3][c:4]2[c:8]([cH:9][cH:10]1)[C:7](=[O:11])[O:6][CH2:5]2. Starting materials: C(C)(=O)OCC (ethyl acetate), C(C)(=O)O (acetic acid), N1=CN=CN=C1 (1,3,5-triazine), C(C1=CC=CC=C1)OC(=O)N1[C@H](C(N(CC1C)CC1=CC(=C(C=C1)C#N)N)=O)C ((2S,6RS)-4-(3-amino-4-cyano-benzyl)-2,6-dimethyl-3-oxo-piperazine-1-carboxylic acid benzyl ester). The solvent is C(C)O (ethanol), C(C)O (ethanol). Product: C(C1=CC=CC=C1)OC(=O)N1[C@H](C(N(CC1C)CC1=CC=C2C(=NC=NC2=C1)N)=O)C ((2S,6RS)-4-(4-amino-quinazolin-7-ylmethyl)-2,6-dimethyl-3-oxo-piperazine-1-carboxylic acid benzyl ester). Yield: 85.1%. As a reaction SMILES: C(O)(=O)C.[N:5]1[CH:10]=[N:9][CH:8]=[N:7][CH:6]=1.[CH2:11]([O:18][C:19]([N:21]1[CH:26]([CH3:27])[CH2:25][N:24]([CH2:28][C:29]2[CH:34]=C[C:32](C#N)=[C:31](N)[CH:30]=2)[C:23](=[O:38])[C@@H:22]1[CH3:39])=[O:20])[C:12]1[CH:17]=[CH:16][CH:15]=[CH:14][CH:13]=1.C(OCC)(=O)C>C(O)C>[CH2:11]([O:18][C:19]([N:21]1[CH:26]([CH3:27])[CH2:25][N:24]([CH2:28][C:29]2[CH:34]=[C:6]3[C:32]([C:10]([NH2:5])=[N:9][CH:8]=[N:7]3)=[CH:31][CH:30]=2)[C:23](=[O:38])[C@@H:22]1[CH3:39])=[O:20])[C:12]1[CH:13]=[CH:14][CH:15]=[CH:16][CH:17]=1. Procedure: Glacial acetic acid (0.9 ml, 15.54 mmol) and 1,3,5-triazine (840 mg, 10.36 mmol) is added to a solution of (2S,6RS)-4-(3-amino-4-cyano-benzyl)-2,6-dimethyl-3-oxo-piperazine-1-carboxylic acid benzyl ester (2.03 g, 5.18 mmol) in ethanol. The resulting mixture is heated to reflux overnight. Replaced the ethanol with ethyl acetate and washed with saturated sodium bicarbonate (5 mL). The ethyl acetate layer is dried with magnesium sulfate, filtered and condensed. The resulting residue is purified by ... The reactants are BrC1=CC=C(C(=N1)C(C)=O)O (1-(6-bromo-3-hydroxypyridin-2-yl)ethanone), [Cl-].[NH4+] (ammonium chloride), BrCC(=O)C1CCCCC1 (2-bromo-1-cyclohexylethanone), C([O-])([O-])=O.[K+].[K+] (potassium carbonate). Run in CN(C=O)C (N,N-dimethylformamide). Conditions: time 8 hour. The product is BrC1=CC=C2C(=N1)C(=C(O2)C(=O)C2CCCCC2)C ((5-bromo-3-methylfuro[3,2-b]pyridin-2-yl)(cyclohexyl)methanone). Yield: 35.4%. Reaction SMILES: [Br:1][C:2]1[N:7]=[C:6]([C:8](=O)[CH3:9])[C:5]([OH:11])=[CH:4][CH:3]=1.Br[CH2:13][C:14]([CH:16]1[CH2:21][CH2:20][CH2:19][CH2:18][CH2:17]1)=[O:15].C(=O)([O-])[O-].[K+].[K+].[Cl-].[NH4+]>CN(C)C=O>[Br:1][C:2]1[N:7]=[C:6]2[C:8]([CH3:9])=[C:13]([C:14]([CH:16]3[CH2:21][CH2:20][CH2:19][CH2:18][CH2:17]3)=[O:15])[O:11][C:5]2=[CH:4][CH:3]=1 |f:2.3.4,5.6|. Procedure details: To a mixture of 1-(6-bromo-3-hydroxypyridin-2-yl)ethanone (1.64 g) synthesized above, 2-bromo-1-cyclohexylethanone (2.34 g) synthesized in Example A51(1) and N,N-dimethylformamide (20 mL) was added potassium carbonate (3.15 g), and the mixture was stirred overnight at room temperature. Saturated aqueous ammonium chloride solution was added to quench the reaction, and the mixture was extracted with ethyl acetate. The extract was washed with saturated brine, dried over magnesium sulfate, and conce...